Dataset: the Open Reaction Database (ORD), a public repository of structured organic reaction records. Task: describe an organic reaction: reactants, conditions, products, and yield The reactants are COC[C@H]1[C@]([C@H]1C=O)(C1=CC(=CC(=C1)C(C)C)C(C)C)C ((+)-(1S, 2R, 3R)-3-Methoxymethyl-2-methyl-2-(3,5-diisopropyl-phenyl)-cyclopropanecarbaldehyde), CC12C(OC(CC1)(C2(C)C)C(=O)OC[C@H]2[C@]([C@H]2COC)(C2=CC(=CC(=C2)C(C)C)C(C)C)C)=O ((1R, 2S, 3S)-3-Methoxymethyl-2-methyl-2-(3,5-diisopropyl-phenyl)-cyclopropylmethyl 4,7,7-trimethyl-3-oxo-2-oxa-bicyclo[2.2.1]heptane-1-carboxylate). The product is COC[C@@H]1[C@@]([C@@H]1C=O)(C1=CC(=CC(=C1)C(C)C)C(C)C)C ((−)-(1R, 2S, 3S)-3-Methoxymethyl-2-methyl-2-(3,5-diisopropyl-phenyl)-cyclopropanecarbaldehyde). The yield is 92.0%. As a reaction SMILES: [CH3:1][O:2][CH2:3][C@@H:4]1[C@H:6]([CH:7]=[O:8])[C@:5]1([CH3:21])[C:9]1[CH:14]=[C:13]([CH:15]([CH3:17])[CH3:16])[CH:12]=[C:11]([CH:18]([CH3:20])[CH3:19])[CH:10]=1.CC12C(C)(C)C(C(OC[C@@H]3[C@H](COC)[C@]3(C)C3C=C(C(C)C)C=C(C(C)C)C=3)=O)(CC1)OC2=O>>[CH3:1][O:2][CH2:3][C@H:4]1[C@@H:6]([CH:7]=[O:8])[C@@:5]1([CH3:21])[C:9]1[CH:10]=[C:11]([CH:18]([CH3:19])[CH3:20])[CH:12]=[C:13]([CH:15]([CH3:17])[CH3:16])[CH:14]=1. Reported procedure: Following a procedure similar to that for the preparation of Intermediate 45 but using Intermediate 42 as the starting material afforded the title compound (14 mg, 92% yield) as a colorless oil: The reactants are CC(=O)OCC(=O)Cl, CCN(C(C)C)C(C)C, Nc1ccc(C(CC2CCCC2)C(=O)Nc2nccs2)cc1, C1CCOC1. The product is CC(=O)OCC(=O)Nc1ccc(C(CC2CCCC2)C(=O)Nc2nccs2)cc1. As a reaction SMILES: [C:32]([CH3:33])(=[O:34])[O:35][CH2:36][C:37](=[O:38])[Cl:39].[CH:23]([N:24]([CH2:25][CH3:26])[CH:27]([CH3:28])[CH3:29])([CH3:30])[CH3:31].[NH2:1][c:2]1[cH:3][cH:4][c:5]([CH:8]([C:9](=[O:10])[NH:11][c:12]2[s:13][cH:14][cH:15][n:16]2)[CH2:17][CH:18]2[CH2:19][CH2:20][CH2:21][CH2:22]2)[cH:6][cH:7]1.[O:40]1[CH2:41][CH2:42][CH2:43][CH2:44]1>>[NH:1]([c:2]1[cH:3][cH:4][c:5]([CH:8]([C:9](=[O:10])[NH:11][c:12]2[s:13][cH:14][cH:15][n:16]2)[CH2:17][CH:18]2[CH2:19][CH2:20][CH2:21][CH2:22]2)[cH:6][cH:7]1)[C:37]([CH2:36][O:35][C:32]([CH3:33])=[O:34])=[O:38]. The reactants are ClC1=CC=CC(=C1C(=O)O)NC(CBr)=O (6-Chloro-2-(bromoacetamido)benzoic Acid), NC1=CC=CC=C1 (aniline), [OH-].[K+] (KOH). The solvent is CN(C)C=O (DMF). The product is ClC1=CC=CC(=C1C(=O)O)NC(CNC1=CC=CC=C1)=O (6-Chloro-2-[(N-phenylamino)acetamido]benzoic Acid). Yield: 82.0%. As a reaction SMILES: [Cl:1][C:2]1[C:7]([C:8]([OH:10])=[O:9])=[C:6]([NH:11][C:12](=[O:15])[CH2:13]Br)[CH:5]=[CH:4][CH:3]=1.[NH2:16][C:17]1[CH:22]=[CH:21][CH:20]=[CH:19][CH:18]=1.[OH-].[K+]>CN(C=O)C>[Cl:1][C:2]1[C:7]([C:8]([OH:10])=[O:9])=[C:6]([NH:11][C:12](=[O:15])[CH2:13][NH:16][C:17]2[CH:22]=[CH:21][CH:20]=[CH:19][CH:18]=2)[CH:5]=[CH:4][CH:3]=1 |f:2.3|. Reported procedure: A solution of 6-chloro-2-(bromoacetamido)benzoic acid from Example 42 (7 g, 0.024 mol), aniline (5.6 g, 6 mL, 250 mol %) and DMF (40 mL) was heated at 100° C. for 5 h. The reaction mixture was cooled to rt, poured onto ice and the resulting crystalline product was solubilized by adding 5% KOH (70 mL, pH=9). The resulting milky homogenous solution was extracted with CH2Cl2 (3×100 mL), and the aqueous layer was acidified to pH=3 with 5% HBr and extracted with EtOAc (4×100 mL). Combined EtOAc washi...